describe an organic reaction: reactants, conditions, products, and yield From a dataset of the Open Reaction Database (ORD), a public repository of structured organic reaction records. The reactants are C(C)OC(CN)=O (glycine-ethyl ester), C1(CCCCC1)N=C=NC1CCCCC1 (dicyclohexylcarbodi-imide), C(C1=CC=CC=C1)(=O)SCC(=O)NCC(=O)N[C@H](C)C(=O)O (Benzoylmercaptoacetylglycyl-D-alanine). Solvent: O1CCCC1 (tetrahydrofuran), O1CCCC1 (tetrahydrofuran). Reaction conditions: temperature 0 celsius, time 15 hour. Product: C(C)OC(CNC([C@H](NC(CNC(CSC(C1=CC=CC=C1)=O)=O)=O)C)=O)=O (benzoylmercaptoacetylglycyl-D-alanylglycine ethyl ester). Isolated yield 55.1%. RXN SMILES: [C:1]([S:9][CH2:10][C:11]([NH:13][CH2:14][C:15]([NH:17][C@@H:18]([C:20]([OH:22])=O)[CH3:19])=[O:16])=[O:12])(=[O:8])[C:2]1[CH:7]=[CH:6][CH:5]=[CH:4][CH:3]=1.[CH2:23]([O:25][C:26](=[O:29])[CH2:27][NH2:28])[CH3:24].C1(N=C=NC2CCCCC2)CCCCC1>O1CCCC1>[CH2:23]([O:25][C:26](=[O:29])[CH2:27][NH:28][C:20](=[O:22])[C@@H:18]([CH3:19])[NH:17][C:15](=[O:16])[CH2:14][NH:13][C:11](=[O:12])[CH2:10][S:9][C:1](=[O:8])[C:2]1[CH:3]=[CH:4][CH:5]=[CH:6][CH:7]=1)[CH3:24]. Reported procedure: Succinimidyl-N-(S-benzoylmercaptoacetyl)glycinate is prepared according to the method described by R. F. Schneider et al, Journal of Nuclear Medicine 25 (2), 223-229 (1984). Glycyl-D-alanine in an amount of 250 mg is dissolved in 15 ml of water and the mixture is heated to 70° C. on a water bath. Meanwhile, 1 g of succinimidyl-N-(S-benzoylmercaptoacetyl)glycinate is dissolved in 40 ml of ethanol and the mixture is heated to 70° C. on a water bath. The solution of glycyl-D-alanine in water is add... Starting materials: O=C([O-])[O-], COCCCc1cc(O)cc(CN(C(=O)C2CN(C(=O)OC(C)(C)C)CCC2c2ccc(OCCOc3c(Cl)cc(C)cc3Cl)cc2)C2CC2)c1, ClCCOC1CC1, [Cs+], [Cs+], CN(C)C=O. The product is COCCCc1cc(CN(C(=O)C2CN(C(=O)OC(C)(C)C)CCC2c2ccc(OCCOc3c(Cl)cc(C)cc3Cl)cc2)C2CC2)cc(OCCOC2CC2)c1. Reaction SMILES: [C:59](=[O:60])([O-:61])[O-:62].[CH:1]1([N:4]([C:5](=[O:6])[CH:7]2[CH2:8][N:9]([C:32](=[O:33])[O:34][C:35]([CH3:36])([CH3:37])[CH3:38])[CH2:10][CH2:11][CH:12]2[c:13]2[cH:14][cH:15][c:16]([O:19][CH2:20][CH2:21][O:22][c:23]3[c:24]([Cl:31])[cH:25][c:26]([CH3:30])[cH:27][c:28]3[Cl:29])[cH:17][cH:18]2)[CH2:39][c:40]2[cH:41][c:42]([OH:51])[cH:43][c:44]([CH2:46][CH2:47][CH2:48][O:49][CH3:50])[cH:45]2)[CH2:2][CH2:3]1.[Cl:52][CH2:53][CH2:54][O:55][CH:56]1[CH2:57][CH2:58]1.[Cs+:63].[Cs+:64].[O:65]=[CH:66][N:67]([CH3:68])[CH3:69]>>[CH:1]1([N:4]([C:5](=[O:6])[CH:7]2[CH2:8][N:9]([C:32](=[O:33])[O:34][C:35]([CH3:36])([CH3:37])[CH3:38])[CH2:10][CH2:11][CH:12]2[c:13]2[cH:14][cH:15][c:16]([O:19][CH2:20][CH2:21][O:22][c:23]3[c:24]([Cl:31])[cH:25][c:26]([CH3:30])[cH:27][c:28]3[Cl:29])[cH:17][cH:18]2)[CH2:39][c:40]2[cH:41][c:42]([O:51][CH2:53][CH2:54][O:55][CH:56]3[CH2:57][CH2:58]3)[cH:43][c:44]([CH2:46][CH2:47][CH2:48][O:49][CH3:50])[cH:45]2)[CH2:2][CH2:3]1. Reactants: CCO, COC(=O)c1cccc([N+](=O)[O-])c1N, [OH-], [OH-], [Pd+2]. The product is COC(=O)c1cccc(N)c1N. Reaction SMILES: [CH3:15][CH2:16][OH:17].[CH3:1][O:2][C:3]([c:4]1[c:5]([NH2:13])[c:6]([N+:10]([O-:11])=[O:12])[cH:7][cH:8][cH:9]1)=[O:14].[OH-:18].[OH-:20].[Pd+2:19]>>[CH3:1][O:2][C:3]([c:4]1[c:5]([NH2:13])[c:6]([NH2:10])[cH:7][cH:8][cH:9]1)=[O:14].